From a dataset of the Open Reaction Database (ORD), a public repository of structured organic reaction records. describe an organic reaction: reactants, conditions, products, and yield Reactants: B(Br)(Br)Br (boron tribromide), COC1=CC=CC2=C1C[C@H]1CCCN([C@@H]1C2)CCC (trans-1,2,3,4,4a,5,10,10a-octahydro-6-methoxy-N-n-propylbenzo[g]quinoline), CO (methanol). Run in C(Cl)Cl (methylene chloride), C(Cl)Cl (methylene chloride). Conditions: time 1.5 hour. Yields the product OC1=CC=CC2=C1C[C@H]1CCCN([C@@H]1C2)CCC (Trans-1,2,3,4,4a,5,10,10a-octahydro-6-hydroxy-N-n-propylbenzo[g]quinoline). Reaction SMILES: C[O:2][C:3]1[C:8]2[CH2:9][C@@H:10]3[C@@H:15]([CH2:16][C:7]=2[CH:6]=[CH:5][CH:4]=1)[N:14]([CH2:17][CH2:18][CH3:19])[CH2:13][CH2:12][CH2:11]3.B(Br)(Br)Br.CO>C(Cl)Cl>[OH:2][C:3]1[C:8]2[CH2:9][C@@H:10]3[C@@H:15]([CH2:16][C:7]=2[CH:6]=[CH:5][CH:4]=1)[N:14]([CH2:17][CH2:18][CH3:19])[CH2:13][CH2:12][CH2:11]3. Reported procedure: 1.6 g of trans-1,2,3,4,4a,5,10,10a-octahydro-6-methoxy-N-n-propylbenzo[g]quinoline are dissolved in 100 ml of methylene chloride. 1.5 ml of boron tribromide, dissolved in 20 ml of methylene chloride are added dropwise and the mixture is stirred for 1.5 hours at room temperature. An excess of methanol is added to the mixture which is then concentrated in vacuum. This is repeated twice. The reactants are N1=C(Cl)N=C(Cl)N=C1Cl (Cyanuric chloride), C([O-])(O)=O (bicarbonate). Solvent: CO (methanol). Product: ClC1=NC(=NC(=N1)Cl)OC (2,4-Dichloro-6-methoxy-s-triazine). Reaction SMILES: [N:1]1[C:8](Cl)=[N:7][C:5]([Cl:6])=[N:4][C:2]=1[Cl:3].[C:10](=O)(O)[O-:11]>CO>[Cl:3][C:2]1[N:4]=[C:5]([Cl:6])[N:7]=[C:8]([O:11][CH3:10])[N:1]=1. Procedure: Cyanuric chloride was reacted with methanol in the presence of bicarbonate at 30° C. as described in the literature to give the product: mp 89-91° C. (lit mp 87-89° C., J. R. Dudley, et al, J. Amer. Chem. Soc., 1951, 73, 2986-2990), after recrystallization from heptane. 1H-NMR (CDCl3): δ4.12 (OCH3). The reactants are CCOCC, ClCCl, COC(=O)CCCCCC(c1ccc(F)cc1)c1c(C)c(C(C)O)c(C)c(C)c1OC, O=[Cr](=O)([O-])Cl, c1cc[nH+]cc1. Product: COC(=O)CCCCCC(c1ccc(F)cc1)c1c(C)c(C(C)=O)c(C)c(C)c1OC. RXN SMILES: [CH3:43][CH2:44][O:45][CH2:46][CH3:47].[Cl:48][CH2:49][Cl:50].[F:1][c:2]1[cH:3][cH:4][c:5]([CH:8]([CH2:9][CH2:10][CH2:11][CH2:12][CH2:13][C:14](=[O:15])[O:16][CH3:17])[c:18]2[c:19]([CH3:31])[c:20]([CH:28]([CH3:29])[OH:30])[c:21]([CH3:27])[c:22]([CH3:26])[c:23]2[O:24][CH3:25])[cH:6][cH:7]1.[O:32]=[Cr:33]([Cl:34])([O-:35])=[O:36].[nH+:37]1[cH:38][cH:39][cH:40][cH:41][cH:42]1>>[F:1][c:2]1[cH:3][cH:4][c:5]([CH:8]([CH2:9][CH2:10][CH2:11][CH2:12][CH2:13][C:14](=[O:15])[O:16][CH3:17])[c:18]2[c:19]([CH3:31])[c:20]([C:28]([CH3:29])=[O:30])[c:21]([CH3:27])[c:22]([CH3:26])[c:23]2[O:24][CH3:25])[cH:6][cH:7]1. Starting materials: solution, C(CCC)[Li] (n-butyllithium), C(CCC)[Li] (n-butyllithium), C(=O)=O (dry ice), BrC=1N(N=C2N(CCCC21)C2=C(C=C(C=C2C)C)Cl)C (3-Bromo-7-(2-chloro-4,6-dimethyl phenyl)-2-methyl-4,5,6,7-tetrahydro-2H-pyrazolo[3,4-b]pyridine), N1=CC=CC2=CC=C3C=CC=NC3=C12 (1,10 phenanthroline), C(=O)=O (carbon dioxide). Run in C1CCCCC1 (cyclohexane), O1CCCC1 (tetrahydrofuran). Run at temperature -78 celsius, time 10 minute. Yields the product ClC1=C(C(=CC(=C1)C)C)N1C=2C(CCC1)=C(N(N2)C)C(=O)O (7-(2-chloro-4,6-dimethylphenyl)-2-methyl-4,5,6,7-tetrahydro-2H-pyrazolo[3,4-b]pyridine-3-carboxylic acid). RXN SMILES: Br[C:2]1[N:3]([CH3:20])[N:4]=[C:5]2[C:10]=1[CH2:9][CH2:8][CH2:7][N:6]2[C:11]1[C:16]([CH3:17])=[CH:15][C:14]([CH3:18])=[CH:13][C:12]=1[Cl:19].N1C2C(=CC=C3C=2N=CC=C3)C=CC=1.C([Li])CCC.[C:40](=[O:42])=[O:41]>O1CCCC1.C1CCCCC1>[Cl:19][C:12]1[CH:13]=[C:14]([CH3:18])[CH:15]=[C:16]([CH3:17])[C:11]=1[N:6]1[CH2:7][CH2:8][CH2:9][C:10]2=[C:2]([C:40]([OH:42])=[O:41])[N:3]([CH3:20])[N:4]=[C:5]12. Reported procedure: 3-Bromo-7-(2-chloro-4,6-dimethyl phenyl)-2-methyl-4,5,6,7-tetrahydro-2H-pyrazolo[3,4-b]pyridine (1.46 g) and a few crystals of 1,10 phenanthroline were dissolved in 25 mL of dry tetrahydrofuran and chilled to −78° C. under an atmosphere of argon. Then a 2.0 M solution of n-butyllithium in cyclohexane was added dropwise until the dark color of the phenanthroline/organolithium complex persisted. Then an additional 2.05 mL of the n-butyllithium solution was added. After 10 minutes, carbon dioxide, ... Reactants: O=C([O-])O, ClCCl, [Na+], O=S(Cl)Cl, OCc1cnc(-c2ccccc2)nc1. The product is ClCc1cnc(-c2ccccc2)nc1. RXN SMILES: [C:19](=[O:20])([O-:21])[OH:22].[Cl:24][CH2:25][Cl:26].[Na+:23].[S:15]([Cl:16])([Cl:17])=[O:18].[c:1]1(-[c:7]2[n:8][cH:9][c:10]([CH2:13][OH:14])[cH:11][n:12]2)[cH:2][cH:3][cH:4][cH:5][cH:6]1>>[c:1]1(-[c:7]2[n:8][cH:9][c:10]([CH2:13][Cl:17])[cH:11][n:12]2)[cH:2][cH:3][cH:4][cH:5][cH:6]1. Starting materials: Cc1oc2c([N+](=O)[O-])cccc2c1CN1C(=O)c2ccccc2C1=O, CCO, NN, O. Yields the product Cc1oc2c([N+](=O)[O-])cccc2c1CN. Reaction SMILES: [CH3:1][c:2]1[c:3]([CH2:14][N:15]2[C:16](=[O:17])[c:18]3[cH:19][cH:20][cH:21][cH:22][c:23]3[C:24]2=[O:25])[c:4]2[c:5]([o:6]1)[c:7]([N+:11](=[O:12])[O-:13])[cH:8][cH:9][cH:10]2.[CH3:29][CH2:30][OH:31].[NH2:27][NH2:28].[OH2:26]>>[CH3:1][c:2]1[c:3]([CH2:14][NH2:15])[c:4]2[c:5]([o:6]1)[c:7]([N+:11](=[O:12])[O-:13])[cH:8][cH:9][cH:10]2. Reactants: CN(CC(CO)O)C(=O)C1=C(C(=C(C(=C1I)NC(=O)COC)I)C(=O)NCC(CO)O)I (iopromide), ( 1 ), NC=1C(=C(C(=C(C(=O)Cl)C1I)I)C(=O)Cl)I (5-amino-2,4,6-triiodoisophthalic acid dichloride), ( 2 ), COCC(=O)Cl (methoxyacetyl chloride). Run in CN(C=O)C (dimethylformamide). Product: COCC(=O)NC=1C(=C(C(=C(C(=O)Cl)C1I)I)C(=O)Cl)I (5-methoxyacetylamino-2,4,6-triiodoisophthalic acid dichloride), ( 3 ). Reaction SMILES: CN(C(C1C(I)=C(N[C:18]([CH2:20][O:21][CH3:22])=[O:19])C(I)=C(C(NCC(O)CO)=O)C=1I)=O)CC(O)CO.[NH2:33][C:34]1[C:35]([I:48])=[C:36]([C:45]([Cl:47])=[O:46])[C:37]([I:44])=[C:38]([C:42]=1[I:43])[C:39]([Cl:41])=[O:40].COCC(Cl)=O>CN(C)C=O>[CH3:22][O:21][CH2:20][C:18]([NH:33][C:34]1[C:42]([I:43])=[C:38]([C:39]([Cl:41])=[O:40])[C:37]([I:44])=[C:36]([C:35]=1[I:48])[C:45]([Cl:47])=[O:46])=[O:19]. Procedure: According to the above reaction scheme 1, iopromide of formula (1) is prepared through the steps of reacting 5-amino-2,4,6-triiodoisophthalic acid dichloride of formula (2) with methoxyacetyl chloride in dimethylformamide solvent to produce 5-methoxyacetylamino-2,4,6-triiodoisophthalic acid dichloride of formula (3), and reacting the compound of formula (3) with 2,3-dihydroxypropylamine and in turn with 2,3-dihydroxy-N-methylpropylamine in dimethylformamide solvent in the presence of basic mater...